Task: describe an organic reaction: reactants, conditions, products, and yield. Dataset: the Open Reaction Database (ORD), a public repository of structured organic reaction records Starting materials: CN(C)C=O, COc1ccc(CCl)cc1, [H-], [Na+], O, O=c1[nH]c2ccccc2c(=O)o1. Yields the product COc1ccc(Cn2c(=O)oc(=O)c3ccccc32)cc1. As a reaction SMILES: [CH3:15][N:16]([CH3:17])[CH:18]=[O:19].[CH3:20][O:21][c:22]1[cH:23][cH:24][c:25]([CH2:26][Cl:27])[cH:28][cH:29]1.[H-:13].[Na+:14].[OH2:30].[nH:1]1[c:2](=[O:12])[o:3][c:4](=[O:11])[c:5]2[c:6]1[cH:7][cH:8][cH:9][cH:10]2>>[n:1]1([CH2:26][c:25]2[cH:24][cH:23][c:22]([O:21][CH3:20])[cH:29][cH:28]2)[c:2](=[O:12])[o:3][c:4](=[O:11])[c:5]2[c:6]1[cH:7][cH:8][cH:9][cH:10]2. Starting materials: I.CSC(NC1=C(C=CC(=C1)C)N1CCOCC1)=NC (2-methyl-1-(5-methyl-2-morpholinophenyl)-3-methyl-2-thiopseudourea hydroiodide), OCCNCCN (N-(2-hydroxyethyl)ethylenediamine), C(C)O (ethanol), C(\C=C\C(=O)O)(=O)O (fumaric acid). The solvent is CO (methanol). Product: C(\C=C\C(=O)O)(=O)O.OCCN1C(NCC1)=NC1=C(C=CC(=C1)C)N1CCOCC1.C(\C=C\C(=O)O)(=O)O.C(\C=C\C(=O)O)(=O)O.OCCN1C(NCC1)=NC1=C(C=CC(=C1)C)N1CCOCC1 (4-{2-[1-(2-hydroxyethyl)-2-imidazolidinylideneamino]-4-methylphenyl}morpholine sesquifumarate). RXN SMILES: I.CS[C:4](=NC)[NH:5][C:6]1[CH:11]=[C:10]([CH3:12])[CH:9]=[CH:8][C:7]=1[N:13]1[CH2:18][CH2:17][O:16][CH2:15][CH2:14]1.[OH:21][CH2:22][CH2:23][NH:24][CH2:25][CH2:26][NH2:27].C(O)C.[C:31]([OH:38])(=[O:37])/[CH:32]=[CH:33]/[C:34]([OH:36])=[O:35]>CO>[C:31]([OH:38])(=[O:37])/[CH:32]=[CH:33]/[C:34]([OH:36])=[O:35].[OH:21][CH2:22][CH2:23][N:24]1[CH2:25][CH2:26][NH:27][C:4]1=[N:5][C:6]1[CH:11]=[C:10]([CH3:12])[CH:9]=[CH:8][C:7]=1[N:13]1[CH2:14][CH2:15][O:16][CH2:17][CH2:18]1.[C:31]([OH:38])(=[O:37])/[CH:32]=[CH:33]/[C:34]([OH:36])=[O:35].[C:31]([OH:38])(=[O:37])/[CH:32]=[CH:33]/[C:34]([OH:36])=[O:35].[OH:21][CH2:22][CH2:23][N:24]1[CH2:25][CH2:26][NH:27][C:4]1=[N:5][C:6]1[CH:11]=[C:10]([CH3:12])[CH:9]=[CH:8][C:7]=1[N:13]1[CH2:14][CH2:15][O:16][CH2:17][CH2:18]1 |f:0.1,6.7.8.9.10|. Reported procedure: A mixture of 2-methyl-1-(5-methyl-2-morpholinophenyl)-3-methyl-2-thiopseudourea hydroiodide (8.4 g prepared as described in Example 227), N-(2-hydroxyethyl)ethylenediamine (6.8 ml) and ethanol (80 ml)) was heated under reflux for 30 hours to give an oil which was treated with fumaric acid in methanol to give 4-{2-[1-(2-hydroxyethyl)-2-imidazolidinylideneamino]-4-methylphenyl}morpholine sesquifumarate (m.p. 135°-136° C.). Starting materials: NC1=C(SC=C1)C(=O)OC (methyl 3-aminothiophene-2-carboxylate), COC1OC(CC1)OC (2,5-dimethoxytetrahydrofuran). The solvent is C(C)(=O)O (acetic acid). Conditions: time 30 minute. Product: N1(C=CC=C1)C1=C(SC=C1)C(=O)OC (Methyl 3-(pyrrol-1-yl)thiophene-2-carboxylate). Yield: 68.0%. As a reaction SMILES: [NH2:1][C:2]1[CH:6]=[CH:5][S:4][C:3]=1[C:7]([O:9][CH3:10])=[O:8].CO[CH:13]1[CH2:17][CH2:16][CH:15](OC)O1>C(O)(=O)C>[N:1]1([C:2]2[CH:6]=[CH:5][S:4][C:3]=2[C:7]([O:9][CH3:10])=[O:8])[CH:13]=[CH:17][CH:16]=[CH:15]1. Procedure details: At room temperature, add 20 g (0.127 mol) of methyl 3-aminothiophene-2-carboxylate in small portions to a solution of 16.80 g (0.127 mol) of 2,5-dimethoxytetrahydrofuran in 100 ml of acetic acid. After 30 minutes' stirring at room temperature, then 90 minutes at 90° C., the acetic acid is removed under reduced pressure and the residue is taken up in 100 ml of 2N sodium hydroxide solution and extracted with diethyl ether. After washing with water and rendering colourless with animal charcoal, the... The reactants are [OH-].[NH4+] (ammonium hydroxide), CO (MeOH), C(=S)(Cl)Cl (thiophosgene), Cl.COC1=NN(C(=C1)C1=CC=C(OCCN)C=C1)C1=CC=C(C=C1)OC ((2-{4-[3-methoxy-1-(4-methoxyphenyl)-1H-pyrazol-5-yl]phenoxy}ethyl)amine hydrochloride), [OH-].[NH4+] (ammonium hydroxide). Solvent: C(Cl)(Cl)Cl (CHCl3), C([O-])(O)=O.[Na+] (sodium bicarbonate). Run at time 5 hour. Product: COC1=NN(C(=C1)C1=CC=C(OCCNC(=S)N)C=C1)C1=CC=C(C=C1)OC (N-(2-{4-[3-methoxy-1-(4-methoxyphenyl)-1H-pyrazol-5-yl]phenoxy}ethyl)thiourea). As a reaction SMILES: Cl.[CH3:2][O:3][C:4]1[CH:8]=[C:7]([C:9]2[CH:18]=[CH:17][C:12]([O:13][CH2:14][CH2:15][NH2:16])=[CH:11][CH:10]=2)[N:6]([C:19]2[CH:24]=[CH:23][C:22]([O:25][CH3:26])=[CH:21][CH:20]=2)[N:5]=1.[C:27](Cl)(Cl)=[S:28].[OH-].[NH4+:32].CO>C(Cl)(Cl)Cl.C(=O)(O)[O-].[Na+]>[CH3:2][O:3][C:4]1[CH:8]=[C:7]([C:9]2[CH:10]=[CH:11][C:12]([O:13][CH2:14][CH2:15][NH:16][C:27]([NH2:32])=[S:28])=[CH:17][CH:18]=2)[N:6]([C:19]2[CH:24]=[CH:23][C:22]([O:25][CH3:26])=[CH:21][CH:20]=2)[N:5]=1 |f:0.1,3.4,7.8|. Procedure: To a mixture of (2-{4-[3-methoxy-1-(4-methoxyphenyl)-1H-pyrazol-5-yl]phenoxy}ethyl)amine hydrochloride (150 mg) in CHCl3 (2 ml) and saturated aqueous sodium bicarbonate solution (1 ml) was added thiophosgene (68.8 mg) under ice-bath cooling. The mixture was stirred at ambient temperature for 5 hours. To the mixture was added 28% aqueous ammonium hydroxide (1 ml) and the mixture was stirred at ambient temperature overnight. To the mixture were added 28% aqueous ammonium hydroxide (1 ml) and MeOH ... Reactants: [Cl-].[NH4+] (ammonium chloride), [H-].[Na+] (sodium hydride), C(C)(=O)NC1=CC(=C(C=C1)O)C (4-acetamido-2-methylphenol), CN(C=O)C (dimethylformamide), BrCC=1SC2=C(N1)C=CC=C2 (2-bromomethylbenzothiazole). Run at time 3 minute. Yields the product S1C(=NC2=C1C=CC=C2)COC2=CC(=C(C=C2)NC(C)=O)C (N-[4-(Benzothiazol-2-ylmethoxy)-2-methylphenyl]acetamide). Isolated yield 82.0%. As a reaction SMILES: [H-].[Na+].[C:3]([NH:6][C:7]1[CH:12]=[CH:11][C:10]([OH:13])=[C:9](C)[CH:8]=1)(=[O:5])[CH3:4].Br[CH2:16][C:17]1[S:18][C:19]2[CH:25]=[CH:24][CH:23]=[CH:22][C:20]=2[N:21]=1.[Cl-].[NH4+].[CH3:28]N(C)C=O>>[S:18]1[C:19]2[CH:25]=[CH:24][CH:23]=[CH:22][C:20]=2[N:21]=[C:17]1[CH2:16][O:13][C:10]1[CH:9]=[CH:8][C:7]([NH:6][C:3](=[O:5])[CH3:4])=[C:12]([CH3:28])[CH:11]=1 |f:0.1,4.5|. Reported procedure: 23.3 mg of sodium hydride (as a 60% w/w dispersion in mineral oil) were added to a solution of 97.7 mg of 4-acetamido-2-methylphenol in 3 ml of dimethylformamide cooled in an ice-water bath. The resulting mixture was stirred at the same temperature for 3 minutes, and then 132.2 mg of 2-bromomethylbenzothiazole [prepared as described in step (a) above] were added. The temperature of the resulting mixture was elevated to room temperature and the mixture was stirred for 3 hours. At the end of this ... As a reaction SMILES: [CH2:1]([O:3][C:4]([C:6]1[S:7][C:8]([NH2:17])=[C:9]([C:12]([O:14][CH2:15][CH3:16])=[O:13])[C:10]=1[CH3:11])=[O:5])[CH3:2].[C:18](OC(=O)C)(=[O:20])[CH3:19]>>[CH2:1]([O:3][C:4]([C:6]1[S:7][C:8]([NH:17][C:18](=[O:20])[CH3:19])=[C:9]([C:12]([O:14][CH2:15][CH3:16])=[O:13])[C:10]=1[CH3:11])=[O:5])[CH3:2]. Reported procedure: A solution of 23.0 g. (0.09 mol) of 2,4-diethoxycarbonyl-3-methyl-5-aminothiophene in 250 ml. of acetic anhydride was heated to 100° C. for 1.5 hrs. The resulting mixture was cooled in an ice bath and the precipitated crystals were filtered to yield 2,4-diethoxycarbonyl-3-methyl-5-acetylamino-thiophene, m.p. 130°-131° C. The product is C(C)OC(=O)C=1SC(=C(C1C)C(=O)OCC)NC(C)=O (2,4-diethoxycarbonyl-3-methyl-5-acetylamino-thiophene). Starting materials: C(C)OC(=O)C=1SC(=C(C1C)C(=O)OCC)N (2,4-diethoxycarbonyl-3-methyl-5-aminothiophene), C(C)(=O)OC(C)=O (acetic anhydride). The reactants are COC(C1=CC=C(C=C1)C(=O)C1=CC=2C(CCC(C2C=C1O)(C)C)(C)C)=O (4-[(3-hydroxy-5,6,7,8-tetrahydro-5,5,8,8-tetramethyl-2-naphthyl)carbonyl]benzoic acid methyl ester), [H-].[Na+] (NaH), BrCCCC (bromobutane). Solvent: CN(C)C=O (DMF), CN(C)C=O (DMF). Reaction conditions: time 10 hour. The product is COC(C1=CC=CC=C1)=O (benzoic acid methyl ester). The yield is 171.2%. As a reaction SMILES: [CH3:1][O:2][C:3](=[O:27])[C:4]1[CH:9]=[CH:8][C:7](C(C2C(O)=CC3C(C)(C)CCC(C)(C)C=3C=2)=O)=[CH:6][CH:5]=1.[H-].[Na+].BrCCCC>CN(C=O)C>[CH3:1][O:2][C:3](=[O:27])[C:4]1[CH:9]=[CH:8][CH:7]=[CH:6][CH:5]=1 |f:1.2|. Procedure details: A solution of the 4-[(3-hydroxy-5,6,7,8-tetrahydro-5,5,8,8-tetramethyl-2-naphthyl)carbonyl]benzoic acid methyl ester (433 mg, 1.18 mmol) in DMF (2 mL) was treated with NaH (1.5 mmol) at 0° C. and allowed to warm to ambient temperature over 1 h. The yellow solution was cooled again to 0° C., and treated with a solution of bromobutane (119 mL, 1.30 mmol) in DMF (1 mL) and allowed to warm to ambient temperature and stirred for 10 h. The reaction was quenched with saturated aqueous NH4Cl. The aqueou...